This data is from the Open Reaction Database (ORD), a public repository of structured organic reaction records. The task is: describe an organic reaction: reactants, conditions, products, and yield Starting materials: CCO, Cc1ccccc1C(=O)Nc1ccc(C(=O)N2CCCC(CN=[N+]=[N-])c3ccccc32)cc1. Product: Cc1ccccc1C(=O)Nc1ccc(C(=O)N2CCCC(CN)c3ccccc32)cc1. Reaction SMILES: [CH3:34][CH2:35][OH:36].[N:1](=[N+:2]=[N-:3])[CH2:4][CH:5]1[CH2:6][CH2:7][CH2:8][N:9]([C:16]([c:17]2[cH:18][cH:19][c:20]([NH:23][C:24]([c:25]3[c:26]([CH3:31])[cH:27][cH:28][cH:29][cH:30]3)=[O:32])[cH:21][cH:22]2)=[O:33])[c:10]2[c:11]1[cH:12][cH:13][cH:14][cH:15]2>>[NH2:1][CH2:4][CH:5]1[CH2:6][CH2:7][CH2:8][N:9]([C:16]([c:17]2[cH:18][cH:19][c:20]([NH:23][C:24]([c:25]3[c:26]([CH3:31])[cH:27][cH:28][cH:29][cH:30]3)=[O:32])[cH:21][cH:22]2)=[O:33])[c:10]2[c:11]1[cH:12][cH:13][cH:14][cH:15]2. Starting materials: CC(C)OC(=O)/N=N/C(=O)OC(C)C (DIAD), C(C1=CC=CC=C1)(=O)N1C(NC=CC1=O)=O (3-benzoyluracil), C(C1=CC=CC=C1)(C1=CC=CC=C1)(C1=CC=CC=C1)OCC=CCO (4-Trityloxy-but-2-en-1-ol), C1(=CC=CC=C1)P(C1=CC=CC=C1)C1=CC=CC=C1 (triphenylphosphine). The solvent is C1CCOC1 (THF), C1CCOC1 (THF), CCCCCC.CCOC(=O)C (Hexane EtOAc). Reaction conditions: time 24 hour. Yields the product C(C1=CC=CC=C1)(=O)N1C(N(C=CC1=O)C\C=C/COC(C1=CC=CC=C1)(C1=CC=CC=C1)C1=CC=CC=C1)=O (3-benzoyl-1-[(Z)-4-(trityloxy)-2-butenyl]-1,2,3,4-tetrahydro-2,4-pyrimidinedione). Isolated yield 28.6%. RXN SMILES: C1(P(C2C=CC=CC=2)C2C=CC=CC=2)C=CC=CC=1.[C:20]([N:28]1[C:33](=[O:34])[CH:32]=[CH:31][NH:30][C:29]1=[O:35])(=[O:27])[C:21]1[CH:26]=[CH:25][CH:24]=[CH:23][CH:22]=1.[C:36]([O:55][CH2:56][CH:57]=[CH:58][CH2:59]O)([C:49]1[CH:54]=[CH:53][CH:52]=[CH:51][CH:50]=1)([C:43]1[CH:48]=[CH:47][CH:46]=[CH:45][CH:44]=1)[C:37]1[CH:42]=[CH:41][CH:40]=[CH:39][CH:38]=1.CC(OC(/N=N/C(OC(C)C)=O)=O)C>C1COCC1.CCCCCC.CCOC(C)=O>[C:20]([N:28]1[C:33](=[O:34])[CH:32]=[CH:31][N:30]([CH2:59]/[CH:58]=[CH:57]\[CH2:56][O:55][C:36]([C:49]2[CH:54]=[CH:53][CH:52]=[CH:51][CH:50]=2)([C:37]2[CH:38]=[CH:39][CH:40]=[CH:41][CH:42]=2)[C:43]2[CH:48]=[CH:47][CH:46]=[CH:45][CH:44]=2)[C:29]1=[O:35])(=[O:27])[C:21]1[CH:22]=[CH:23][CH:24]=[CH:25][CH:26]=1 |f:5.6|. Procedure details: Polymer bound triphenylphosphine (0.75 g; 2.25 mmol) was shaken in THF (5 ml) for 15 minutes, then 3-benzoyluracil (290 mg, 1.35 mmol) and tritylated alcohol (1) (300 mg; 0.90 mmol) were added to the suspension of the resin. A solution of DIAD (0.354 ml, 1.80 mmol) in THF (2 ml) was added to the mixture. The reaction was shaken 24 hours at room temperature and monitored by TLC (Hexane/EtOAc 50:50). The resin was filtered and washed twice with THF (5 ml). The filtrate was concentrated under reduc... Reactants: ClC(Cl)Cl, O=C1OC(=O)c2cc([N+](=O)[O-])ccc21, CCCCN1CCC(N)CC1. The product is CCCCN1CCC(N2C(=O)c3ccc([N+](=O)[O-])cc3C2=O)CC1. RXN SMILES: [CH:26]([Cl:27])([Cl:28])[Cl:29].[N+:12](=[O:13])([O-:14])[c:15]1[cH:16][c:17]2[c:18]([cH:24][cH:25]1)[C:19](=[O:20])[O:21][C:22]2=[O:23].[NH2:1][CH:2]1[CH2:3][CH2:4][N:5]([CH2:8][CH2:9][CH2:10][CH3:11])[CH2:6][CH2:7]1>>[N:1]1([CH:2]2[CH2:3][CH2:4][N:5]([CH2:8][CH2:9][CH2:10][CH3:11])[CH2:6][CH2:7]2)[C:19](=[O:20])[c:18]2[c:17]([cH:16][c:15]([N+:12](=[O:13])[O-:14])[cH:25][cH:24]2)[C:22]1=[O:21]. Starting materials: E1, ClC=1C=C2N(C(N1)=O)CCN2C (7-chloro-1-methyl-2,3-dihydroimidaz-o[1,2-c]pyrimidin-5(1H)-one), [H-].[Na+] (sodium hydride), FC=1C=C(C=CC1OC1=CC(=NC=C1)C(F)(F)F)CO ((3-fluoro-4-((2-(trifluoromethyl)pyridin-4-yl)oxy)phenyl)methanol). Run in C1CCOC1 (THF). The product is FC=1C=C(COC=2C=C3N(C(N2)=O)CCN3C)C=CC1OC1=CC(=NC=C1)C(F)(F)F (7-((3-fluoro-4-((2-(trifluoromethyl)pyridin-4-yl)oxy)benzyl)oxy)-1-methyl-2,3-dihydroimidazo[1,2-c]pyrimidin-5(1H)-one). As a reaction SMILES: [H-].[Na+].[F:3][C:4]1[CH:5]=[C:6]([CH2:21][OH:22])[CH:7]=[CH:8][C:9]=1[O:10][C:11]1[CH:16]=[CH:15][N:14]=[C:13]([C:17]([F:20])([F:19])[F:18])[CH:12]=1.Cl[C:24]1[CH:25]=[C:26]2[N:33]([CH3:34])[CH2:32][CH2:31][N:27]2[C:28](=[O:30])[N:29]=1>C1COCC1>[F:3][C:4]1[CH:5]=[C:6]([CH:7]=[CH:8][C:9]=1[O:10][C:11]1[CH:16]=[CH:15][N:14]=[C:13]([C:17]([F:18])([F:19])[F:20])[CH:12]=1)[CH2:21][O:22][C:24]1[CH:25]=[C:26]2[N:33]([CH3:34])[CH2:32][CH2:31][N:27]2[C:28](=[O:30])[N:29]=1 |f:0.1|. Procedure: Prepared in a manner similar to that described for E1 using sodium hydride (9.37 mg, 0.234 mmol), (3-fluoro-4-((2-(trifluoromethyl)pyridin-4-yl)oxy)phenyl)methanol (44.9 mg, 0.156 mmol) in THF (8 mL) and 7-chloro-1-methyl-2,3-dihydroimidaz-o[1,2-c]pyrimidin-5(1H)-one (29 mg, 0.156 mmol).